Dataset: the Open Reaction Database (ORD), a public repository of structured organic reaction records. Task: describe an organic reaction: reactants, conditions, products, and yield The reactants are C(C)(=O)NC(C(=O)OCC)(C(=O)OCC)CC1=CC(=CC=C1)[N+](=O)[O-] (diethyl 2-(acetylamino)-2-(3-nitrobenzyl)malonate), Cl (hydrochloric acid). Reaction conditions: temperature 100 celsius, time 1 hour. Product: Cl.[N+](=O)([O-])C=1C=C(C[C@H](N)C(=O)O)C=CC1 (3-nitrophenylalanine hydrochloride). As a reaction SMILES: C([NH:4][C:5]([CH2:16][C:17]1[CH:22]=[CH:21][CH:20]=[C:19]([N+:23]([O-:25])=[O:24])[CH:18]=1)(C(OCC)=O)[C:6]([O:8]CC)=[O:7])(=O)C.[ClH:26]>>[ClH:26].[N+:23]([C:19]1[CH:18]=[C:17]([CH:22]=[CH:21][CH:20]=1)[CH2:16][C@@H:5]([C:6]([OH:8])=[O:7])[NH2:4])([O-:25])=[O:24] |f:2.3|. Procedure: A suspension of 34 g of diethyl 2-(acetylamino)-2-(3-nitrobenzyl)malonate in 510 cm3 of concentrated hydrochloric acid is heated at a temperature in the region of 100° C. for 18 hours: a vigorous evolution of gas takes place and the suspension dissolves when hot. The reaction mixture is then cooled to a temperature in the region of 0° C., after which it is stirred for 1 hour at 0° C. and finally filtered through a sinter funnel. The filter cake is washed with twice 50 cm3 of filtrate and dried i... Reactants: C(C)OC(C#CC)OCC (2-butyne-1-al diethyl acetal), Cl (hydrochloric acid), C1=CC=CC=C1 (benzene), resultant mixture, COC1=CC(=NC(=C1)OC1=CC(=CC=C1)C(F)(F)F)C(=O)NN (4-methoxy-6-[3-(trifluoromethyl)phenoxy] picolinic acid hydrazide), resultant mixture. The solvent is C(C)(=O)OCC.O (ethyl acetate water). The product is C(C#CC)=NNC(C1=NC(=CC(=C1)OC)OC1=CC(=CC=C1)C(F)(F)F)=O (4-methoxy-6-[3-(trifluoromethyl)phenoxy] picolinic acid, (2-butynylidene] hydrazide). As a reaction SMILES: C(O[CH:4](OCC)[C:5]#[C:6][CH3:7])C.Cl.C1C=CC=CC=1.[CH3:18][O:19][C:20]1[CH:25]=[C:24]([O:26][C:27]2[CH:32]=[CH:31][CH:30]=[C:29]([C:33]([F:36])([F:35])[F:34])[CH:28]=2)[N:23]=[C:22]([C:37]([NH:39][NH2:40])=[O:38])[CH:21]=1>C(OCC)(=O)C.O>[CH:4](=[N:40][NH:39][C:37](=[O:38])[C:22]1[CH:21]=[C:20]([O:19][CH3:18])[CH:25]=[C:24]([O:26][C:27]2[CH:32]=[CH:31][CH:30]=[C:29]([C:33]([F:34])([F:35])[F:36])[CH:28]=2)[N:23]=1)[C:5]#[C:6][CH3:7] |f:4.5|. Procedure details: 2-butyne-1-al diethyl acetal (0.27 g, 0.000993×2 mol) was mixed with a 2N aqueous hydrochloric acid solution (about 3 ml) and 5 ml of benzene, and then the resultant mixture was stirred at about 70° C. for about 2 hours. After cooling to room temperature, the obtained mixture was mixed with 4-methoxy-6-[3-(trifluoromethyl)phenoxy] picolinic acid hydrazide (0.325 g, 0.000993 mol), and the resultant mixture was stirred at room temperature for 45 minutes. The obtained reaction solution was distribu... Starting materials: S(N)(=O)(=O)Cl (sulfamoyl chloride), O(C1=CC=CC=C1)C(CCO)C (3-phenoxy-1-butanol). Yields the product S(N)(=O)(=O)OCCC(C)OC1=CC=CC=C1 (3-Phenoxy-1-butanol sulfamate). Yield: 67.0%. RXN SMILES: [S:1](Cl)(=[O:4])(=[O:3])[NH2:2].[O:6]([CH:13]([CH3:17])[CH2:14][CH2:15][OH:16])[C:7]1[CH:12]=[CH:11][CH:10]=[CH:9][CH:8]=1>>[S:1]([O:16][CH2:15][CH2:14][CH:13]([O:6][C:7]1[CH:12]=[CH:11][CH:10]=[CH:9][CH:8]=1)[CH3:17])(=[O:4])(=[O:3])[NH2:2]. Reported procedure: The title compound was prepared by procedures of Example 33 from sulfamoyl chloride and 3-phenoxy-1-butanol. The viscous oil obtained was purified by high pressure chromatography using a Waters Associates Prep LC/System 500A; Prepak 500® silica and methylene chloride as eluting agent at a flow rate of 200 ml/min. Fractions containing the title compound were combined and the solvent was evaporated under reduced pressure to give 12.7 g (67%) of title compound as yellow, viscous oil. The reactants are C(C)(=O)N (acetamide), MP-500, C(C1=CC=CC=C1)Cl (benzylchloride). Solvent: CN(C=O)C (N,N-dimethylformamide). Reaction conditions: time 4 hour. The product is C(C1=CC=CC=C1)NC(C)=O (N-benzylacetamide). Yield: 72.6%. As a reaction SMILES: [C:1]([NH2:4])(=[O:3])[CH3:2].[CH2:5](Cl)[C:6]1[CH:11]=[CH:10][CH:9]=[CH:8][CH:7]=1>CN(C)C=O>[CH2:5]([NH:4][C:1](=[O:3])[CH3:2])[C:6]1[CH:11]=[CH:10][CH:9]=[CH:8][CH:7]=1. Procedure details: To 200 ml of N,N-dimethylformamide, were added 12 g of acetamide, 105 g of LEVATIT MP-500, which was also used in Example 68, and 32 g of benzylchloride. They were .reacted at 50° C. for 4 hours with stirring. After the reaction, the reaction solution was treated in the same manner as in Example 69, the resulting distillation residue was recrystallized from benzene, thereby providing 22 g of N-benzylacetamide having a melting point of 61°-62° C. The reactants are CCOC(=O)CP(=O)(OCC)OCC, [H-], [Na+], C1CCOC1, O=Cc1ccccn1. The product is CCOC(=O)C=Cc1ccccn1. Reaction SMILES: [CH3:3][CH2:4][O:5][C:6](=[O:7])[CH2:8][P:9]([O:10][CH2:11][CH3:12])([O:13][CH2:14][CH3:15])=[O:16].[H-:1].[Na+:2].[O:25]1[CH2:26][CH2:27][CH2:28][CH2:29]1.[n:17]1[c:18]([CH:23]=[O:24])[cH:19][cH:20][cH:21][cH:22]1>>[CH3:3][CH2:4][O:5][C:6](=[O:7])[CH:8]=[CH:23][c:18]1[n:17][cH:22][cH:21][cH:20][cH:19]1. Reactants: ClC1=C(C=O)C(=CC=C1OC)Cl (2,6-dichloro-3-methoxy-benzaldehyde), [BH4-].[Na+] (sodiumborohydride). The solvent is C(C)O (ethanol). Product: ClC1=C(C(=CC=C1OC)Cl)CO ((2,6-Dichloro-3-methoxy-phenyl)-methanol). Yield: 93.3%. As a reaction SMILES: [Cl:1][C:2]1[C:9]([O:10][CH3:11])=[CH:8][CH:7]=[C:6]([Cl:12])[C:3]=1[CH:4]=[O:5].[BH4-].[Na+]>C(O)C>[Cl:1][C:2]1[C:9]([O:10][CH3:11])=[CH:8][CH:7]=[C:6]([Cl:12])[C:3]=1[CH2:4][OH:5] |f:1.2|. Reported procedure: Dissolve 2,6-dichloro-3-methoxy-benzaldehyde (10 g, 48.8 mmol) in ethanol (330 ml) add sodiumborohydride (1.8 g, 48.8 mmol) and stir at room temperature over night. Partition reaction mixture between water and ethyl acetate separate layers wash organic with brine, dry over sodium sulfate, filter and concentrate to yield 9.43 g (93%) of (2,6-Dichloro-3-methoxy-phenyl)-methanol. The reactants are N([C@@H](CC(C)C)C(=O)N[C@@H](CC(C)C)C(=O)N[C@@H](CCCCNC(=O)OCC1=CC=CC=C1)C(=O)N[C@@H](CC(C)C)C(=O)N[C@@H](CC(C)C)C(=O)OC)C(=O)OC(C)(C)C (Boc-Leu-Leu-Lys(Z)-Leu-Leu-OMe), Cl (HCl), ice H2O. Product: N[C@@H](CC(C)C)C(=O)N[C@@H](CC(C)C)C(=O)N[C@@H](CCCCNC(=O)OCC1=CC=CC=C1)C(=O)N[C@@H](CC(C)C)C(=O)N[C@@H](CC(C)C)C(=O)OC.Cl (H-Leu-Leu-Lys(Z)-Leu-Leu-OMe·HCl). Reported procedure: Boc-Leu-Leu-Lys(Z)-Leu-Leu-OMe (SEQ. ID No. 2) (18.2 g, 21.5 mmol) was added to a solution of HCl gas (31.0 g, 850 mmol) in MeOH (360 g) and cooled to 5° C. The reaction mixture was stirred, allowed to warm up to room temperature and stirring was continued for 4.5 h. The reaction mixture was cooled to 0° C., poured into ice/H2O (630 g) and stirred for 1 h. The white solid was collected by filtration, washed with distilled water (500 mL) and air dried. Yield of product: 14.8 g, 87.6%; HPLC area %... The solvent is CO (MeOH). As a reaction SMILES: [NH:1](C(OC(C)(C)C)=O)[C@H:2]([C:7]([NH:9][C@H:10]([C:15]([NH:17][C@H:18]([C:34]([NH:36][C@H:37]([C:42]([NH:44][C@H:45]([C:50]([O:52][CH3:53])=[O:51])[CH2:46][CH:47]([CH3:49])[CH3:48])=[O:43])[CH2:38][CH:39]([CH3:41])[CH3:40])=[O:35])[CH2:19][CH2:20][CH2:21][CH2:22][NH:23][C:24]([O:26][CH2:27][C:28]1[CH:33]=[CH:32][CH:31]=[CH:30][CH:29]=1)=[O:25])=[O:16])[CH2:11][CH:12]([CH3:14])[CH3:13])=[O:8])[CH2:3][CH:4]([CH3:6])[CH3:5].[ClH:61]>CO>[NH2:1][C@H:2]([C:7]([NH:9][C@H:10]([C:15]([NH:17][C@H:18]([C:34]([NH:36][C@H:37]([C:42]([NH:44][C@H:45]([C:50]([O:52][CH3:53])=[O:51])[CH2:46][CH:47]([CH3:49])[CH3:48])=[O:43])[CH2:38][CH:39]([CH3:40])[CH3:41])=[O:35])[CH2:19][CH2:20][CH2:21][CH2:22][NH:23][C:24]([O:26][CH2:27][C:28]1[CH:29]=[CH:30][CH:31]=[CH:32][CH:33]=1)=[O:25])=[O:16])[CH2:11][CH:12]([CH3:14])[CH3:13])=[O:8])[CH2:3][CH:4]([CH3:6])[CH3:5].[ClH:61] |f:3.4|. Run at temperature 5 celsius, time 4.5 hour.